Dataset: the Open Reaction Database (ORD), a public repository of structured organic reaction records. Task: describe an organic reaction: reactants, conditions, products, and yield Starting materials: CC(C)(C)P(c1ccccc1-c1ccccc1)C(C)(C)C, CC(=O)[O-], CC(=O)[O-], CC(C)(C)[O-], Cc1ccccc1, CC(C)[Si](C(C)C)(C(C)C)n1cc(Cc2ccc(Cl)nc2)c2cccnc21, [K+], NCc1ccccc1, O, [Pd+2]. Product: CC(C)[Si](C(C)C)(C(C)C)n1cc(Cc2ccc(NCc3ccccc3)nc2)c2cccnc21. As a reaction SMILES: [C:42]([P:43]([C:44]([CH3:45])([CH3:46])[CH3:47])[c:48]1[cH:49][cH:50][cH:51][cH:52][c:53]1-[c:54]1[cH:55][cH:56][cH:57][cH:58][cH:59]1)([CH3:60])([CH3:61])[CH3:62].[C:63]([O-:64])(=[O:65])[CH3:66].[C:68]([O-:69])(=[O:70])[CH3:71].[CH3:36][C:37]([CH3:38])([O-:39])[CH3:40].[CH3:73][c:74]1[cH:75][cH:76][cH:77][cH:78][cH:79]1.[Cl:1][c:2]1[cH:3][cH:4][c:5]([CH2:8][c:9]2[cH:10][n:11]([Si:18]([CH:19]([CH3:20])[CH3:21])([CH:22]([CH3:23])[CH3:24])[CH:25]([CH3:26])[CH3:27])[c:12]3[n:13][cH:14][cH:15][cH:16][c:17]23)[cH:6][n:7]1.[K+:41].[NH2:28][CH2:29][c:30]1[cH:31][cH:32][cH:33][cH:34][cH:35]1.[OH2:72].[Pd+2:67]>>[c:2]1([NH:28][CH2:29][c:30]2[cH:31][cH:32][cH:33][cH:34][cH:35]2)[cH:3][cH:4][c:5]([CH2:8][c:9]2[cH:10][n:11]([Si:18]([CH:19]([CH3:20])[CH3:21])([CH:22]([CH3:23])[CH3:24])[CH:25]([CH3:26])[CH3:27])[c:12]3[n:13][cH:14][cH:15][cH:16][c:17]23)[cH:6][n:7]1. Run in C(Cl)Cl (methylene chloride), C(Cl)Cl (methylene chloride). RXN SMILES: [Cl:1][C:2]1[C:3]([C:12]2[CH:17]=[C:16]([N+:18]([O-:20])=[O:19])[C:15]([O:21]C)=[CH:14][C:13]=2[F:23])=[N:4][N:5]([CH3:11])[C:6]=1[C:7]([F:10])([F:9])[F:8].B(Br)(Br)Br>C(Cl)Cl>[Cl:1][C:2]1[C:3]([C:12]2[C:13]([F:23])=[CH:14][C:15]([OH:21])=[C:16]([N+:18]([O-:20])=[O:19])[CH:17]=2)=[N:4][N:5]([CH3:11])[C:6]=1[C:7]([F:10])([F:8])[F:9]. Yield: 51.5%. Yields the product ClC=1C(=NN(C1C(F)(F)F)C)C1=CC(=C(C=C1F)O)[N+](=O)[O-] (4-(4-chloro-1-methyl-5-(trifluoro-methyl)-1H-pyrazol-3-yl)-5-fluoro-2-nitrophenol). Reactants: ClC=1C(=NN(C1C(F)(F)F)C)C1=C(C=C(C(=C1)[N+](=O)[O-])OC)F (4-chloro-3-(2-fluoro-4-methoxy-5-nitrophenyl)-1-methyl-5-(trifluoromethyl)-1H-pyrazole), B(Br)(Br)Br (BBr3). Procedure details: A solution of 1.4 g (4 mmole) 4-chloro-3-(2-fluoro-4-methoxy-5-nitrophenyl)-1-methyl-5-(trifluoromethyl)-1H-pyrazole in 20 mL methylene chloride was chilled to 0° C. Next 5.0 mL of a 1M methylene chloride solution of BBr3 (4.9 mmole) was added slowly over 10 minutes. The solution was allowed to stir overnight at room temperature. The solution was washed two times with water, dried over anhydrous MgSO4, and concentrated in vacuo. The residue was recrystallized from hexane to give 0.7 g (54%) of 4... Run at time 8 hour.